From a dataset of the Open Reaction Database (ORD), a public repository of structured organic reaction records. describe an organic reaction: reactants, conditions, products, and yield As a reaction SMILES: OC1CCCCCCCCCCCC1=O.C([O:19][CH:20]1[CH2:34][CH2:33][CH2:32][CH2:31][CH2:30][CH2:29][CH2:28][CH2:27][CH2:26][CH2:25][CH2:24][CH2:23][CH2:22][C:21]1=[O:35])(=O)C.C(OC1CCCCCCCCCCCC1=O)(=O)C.OC1CCCCCCCCCCCCCCC1=O>>[OH:35][CH:21]1[CH2:22][CH2:23][CH2:24][CH2:25][CH2:26][CH2:27][CH2:28][CH2:29][CH2:30][CH2:31][CH2:32][CH2:33][CH2:34][C:20]1=[O:19]. Starting materials: OC1C(CCCCCCCCCCC1)=O (2-hydroxycyclotridecanone), C(C)(=O)OC1C(CCCCCCCCCCCCC1)=O (2-acetoxycyclopentadecanone), C(C)(=O)OC1C(CCCCCCCCCCC1)=O (2-acetoxycyclotridecanone), OC1C(CCCCCCCCCCCCCC1)=O (2-hydroxycyclohexadecanone), acyloin. Procedure: Thirty grams each of 2-hydroxycyclopentadecanone, 2-hydroxycyclotridecanone, 2-acetoxycyclopentadecanone, 2-acetoxycyclotridecanone, and 2-hydroxycyclohexadecanone obtained through acyloin condensation was dissolved in 200 ml of an organic solvent shown in Table 1. The resulting solution was placed in a reaction apparatus equipped with a reflux condener having a water trap, a stirrer, and a dropping funnel, and 40 g of a zinc powder was dispersed therein. The mixture was allowed to react under r... Yields the product OC1C(CCCCCCCCCCCCC1)=O (2-hydroxycyclopentadecanone).